Dataset: the Open Reaction Database (ORD), a public repository of structured organic reaction records. Task: describe an organic reaction: reactants, conditions, products, and yield Reactants: CO, Cl, COC(=O)C(O)Cc1ccc(NC(=O)C=Cc2cnn(C)c2-c2ccc(F)cc2)cc1, [Na+], [OH-]. Yields the product Cn1ncc(C=CC(=O)Nc2ccc(CC(O)C(=O)O)cc2)c1-c1ccc(F)cc1. Reaction SMILES: [CH3:35][OH:36].[ClH:34].[F:1][c:2]1[cH:3][cH:4][c:5](-[c:8]2[c:9]([CH:14]=[CH:15][C:16](=[O:17])[NH:18][c:19]3[cH:20][cH:21][c:22]([CH2:25][CH:26]([C:27](=[O:28])[O:29][CH3:30])[OH:31])[cH:23][cH:24]3)[cH:10][n:11][n:12]2[CH3:13])[cH:6][cH:7]1.[Na+:33].[OH-:32]>>[F:1][c:2]1[cH:3][cH:4][c:5](-[c:8]2[c:9]([CH:14]=[CH:15][C:16](=[O:17])[NH:18][c:19]3[cH:20][cH:21][c:22]([CH2:25][CH:26]([C:27](=[O:28])[OH:29])[OH:31])[cH:23][cH:24]3)[cH:10][n:11][n:12]2[CH3:13])[cH:6][cH:7]1.